Dataset: the Open Reaction Database (ORD), a public repository of structured organic reaction records. Task: describe an organic reaction: reactants, conditions, products, and yield Reactants: Cl.NO (hydroxylamine hydrochloride), C1=CSC(=C1)C=O (2-thienylcarboxaldehyde), ClCC(=O)OC(C)C (isopropyl chloroacetate), aqueous solution, [OH-].[Na+] (sodium hydroxide). Solvent: O (water), ClCCl (dichloromethane), O (water). Reaction conditions: temperature 50 celsius, time 2 hour. The product is S1C(=CC=C1)CC=NO (2-thienylacetaldoxime). As a reaction SMILES: [CH:1]1[CH:5]=C(C=O)[S:3][CH:2]=1.ClCC(O[CH:13]([CH3:15])[CH3:14])=O.[OH-:16].[Na+].Cl.[NH2:19]O>O.ClCCl>[S:3]1[CH:2]=[CH:1][CH:5]=[C:15]1[CH2:13][CH:14]=[N:19][OH:16] |f:2.3,4.5|. Reported procedure: A mixture of 168 g of 2-thienylcarboxaldehyde and 12.9 g of isopropyl chloroacetate is then introduced over 30 minutes. The solution is stirred for 25 minutes at this temperature and 257 g of an aqueous solution of sodium hydroxide at a concentration of 35% are then added over 30 minutes. The mixture is stirred at 50° C. for 2 hours, is cooled to 25° C. and 161.5 g of hydroxylamine hydrochloride dissolved in 200 ml of water are then introduced over 30 minutes. The mixture is kept stirred for 30 ... The reactants are COC1=C(C=C2C(=N1)C(=CN2C)C2=CC1=C(N=CC=C1C=O)N2S(=O)(=O)C2=CC=C(C=C2)C)OC (2-(5,6-dimethoxy-1-methyl-1H-pyrrolo[3,2-b]pyridin-3-yl)-1-(toluene-4-sulfonyl)-1H-pyrrolo[2,3-b]pyridin-4-carbaldehyde), O1CCN(CC1)C1=CC=C(CN)C=C1 (4-morpholinobenzylamine). The product is COC1=C(C=C2C(=N1)C(=CN2C)C2=CC=1C(=NC=CC1CNCC1=CC=C(C=C1)N1CCOCC1)N2S(=O)(=O)C2=CC=C(C=C2)C)OC ([2-(5,6-dimethoxy-1-methyl-1H-pyrrolo[3,2-b]pyridin-3-yl)-1-(toluene-4-sulfonyl)-1H-pyrrolo[2,3-b]pyridin-4-ylmethyl]-(4-morpholin-4-yl-benzyl)amine). RXN SMILES: [CH3:1][O:2][C:3]1[N:8]=[C:7]2[C:9]([C:13]3[N:23]([S:24]([C:27]4[CH:32]=[CH:31][C:30]([CH3:33])=[CH:29][CH:28]=4)(=[O:26])=[O:25])[C:16]4[N:17]=[CH:18][CH:19]=[C:20]([CH:21]=O)[C:15]=4[CH:14]=3)=[CH:10][N:11]([CH3:12])[C:6]2=[CH:5][C:4]=1[O:34][CH3:35].[O:36]1[CH2:41][CH2:40][N:39]([C:42]2[CH:49]=[CH:48][C:45]([CH2:46][NH2:47])=[CH:44][CH:43]=2)[CH2:38][CH2:37]1>>[CH3:1][O:2][C:3]1[N:8]=[C:7]2[C:9]([C:13]3[N:23]([S:24]([C:27]4[CH:32]=[CH:31][C:30]([CH3:33])=[CH:29][CH:28]=4)(=[O:26])=[O:25])[C:16]4=[N:17][CH:18]=[CH:19][C:20]([CH2:21][NH:47][CH2:46][C:45]5[CH:44]=[CH:43][C:42]([N:39]6[CH2:40][CH2:41][O:36][CH2:37][CH2:38]6)=[CH:49][CH:48]=5)=[C:15]4[CH:14]=3)=[CH:10][N:11]([CH3:12])[C:6]2=[CH:5][C:4]=1[O:34][CH3:35]. Procedure details: The product is prepared by following the procedure described in example 34, stage (j) starting with 0.1 g of 2-(5,6-dimethoxy-1-methyl-1H-pyrrolo[3,2-b]pyridin-3-yl)-1-(toluene-4-sulfonyl)-1H-pyrrolo[2,3-b]pyridin-4-carbaldehyde and 0.196 cm3 of 4-morpholinobenzylamine instead of the cyclopropylamine used in example 34, stage (j). After purification by flash-pack chromatography (SiO2, dichloromethane/methanol 98/2 by volume as eluents), 0.031 g of [2-(5,6-dimethoxy-1-methyl-1H-pyrrolo[3,2-b]pyri... Reported procedure: (Found: C, 42.3; H, 5.1; N, 27.2; S, 25.3. C9H13N5S2 requires: C, 42.3; H, 5.1; N, 27.4; S, 25.1). Hydrolysis of N-cyano-N'-methyl-N"-[2-(2-thiazolylmethylthio)ethyl]guanidine by treating with concentrated hydrochloric acid at 100° for 4 hours gives N-methyl-N'-[2-(2-thiazolylmethylthio)ethyl]guanidine dihydrochloride. Reactants: C(#N)NC(=NCCSCC=1SC=CN1)NC (N-cyano-N'-methyl-N"-[2-(2-thiazolylmethylthio)ethyl]guanidine), Cl (hydrochloric acid). Reaction SMILES: [C:1]([NH:3][C:4]([NH:15]C)=[N:5][CH2:6][CH2:7][S:8][CH2:9][C:10]1[S:11][CH:12]=[CH:13][N:14]=1)#N.[ClH:17]>>[ClH:17].[ClH:17].[CH3:1][NH:3][C:4]([NH:5][CH2:6][CH2:7][S:8][CH2:9][C:10]1[S:11][CH:12]=[CH:13][N:14]=1)=[NH:15] |f:2.3.4|. Yields the product Cl.Cl.CNC(=N)NCCSCC=1SC=CN1 (N-methyl-N'-[2-(2-thiazolylmethylthio)ethyl]guanidine dihydrochloride).